Dataset: the Open Reaction Database (ORD), a public repository of structured organic reaction records. Task: describe an organic reaction: reactants, conditions, products, and yield Reactants: resultant mixture, C(OCC)(OCC)OCC (Triethyl orthoformate), FC1=C(C=C(C=C1)NC(C1=CC(=CC(=C1)N1CCOCC1)F)=O)NC(C1=C(C=CC(=C1)N1CCN(CC1)C)N)=O (N-[2-fluoro-5-(3-fluoro-5-morpholinobenzamido)phenyl]-2-amino-5-(4-methylpiperazin-1-yl)benzamide), C(C)(=O)O (acetic acid). Solvent: C(C)O (ethanol). Product: FC1=C(C=C(C=C1)NC(C1=CC(=CC(=C1)N1CCOCC1)F)=O)N1C=NC2=CC=C(C=C2C1=O)N1CCN(CC1)C (3-[2-Fluoro-5-(3-fluoro-5-morpholinobenzamido)phenyl]-6-(4-methylpiperazin-1-yl)-3,4-dihydroquinazolin-4-one). Reaction SMILES: [CH:1](OCC)(OCC)OCC.[F:11][C:12]1[CH:17]=[CH:16][C:15]([NH:18][C:19](=[O:33])[C:20]2[CH:25]=[C:24]([N:26]3[CH2:31][CH2:30][O:29][CH2:28][CH2:27]3)[CH:23]=[C:22]([F:32])[CH:21]=2)=[CH:14][C:13]=1[NH:34][C:35](=[O:50])[C:36]1[CH:41]=[C:40]([N:42]2[CH2:47][CH2:46][N:45]([CH3:48])[CH2:44][CH2:43]2)[CH:39]=[CH:38][C:37]=1[NH2:49].C(O)(=O)C>C(O)C>[F:11][C:12]1[CH:17]=[CH:16][C:15]([NH:18][C:19](=[O:33])[C:20]2[CH:25]=[C:24]([N:26]3[CH2:27][CH2:28][O:29][CH2:30][CH2:31]3)[CH:23]=[C:22]([F:32])[CH:21]=2)=[CH:14][C:13]=1[N:34]1[C:35](=[O:50])[C:36]2[C:37](=[CH:38][CH:39]=[C:40]([N:42]3[CH2:43][CH2:44][N:45]([CH3:48])[CH2:46][CH2:47]3)[CH:41]=2)[N:49]=[CH:1]1. Procedure details: Triethyl orthoformate (0.123 ml) was added to a stirred mixture of N-[2-fluoro-5-(3-fluoro-5-morpholinobenzamido)phenyl]-2-amino-5-(4-methylpiperazin-1-yl)benzamide (0.31 g), glacial acetic acid (0.016 ml) and ethanol (4 ml) and the resultant mixture was heated to 76° C. for 18 hours. The mixture was evaporated and the residue was partitioned between methylene chloride and a saturated aqueous solution of sodium bicarbonate. The organic solution was washed with water and with a saturated aqueous ... The reactants are BrCCC(=O)C1=CC=CC=C1 (3-bromo-1-phenylpropan-1-one), Cl.Cl.C(C(=O)C1=CC=CC=C1)N1CCNCC1 (N-phenacyl piperazine dihydrochloride), C(=O)([O-])[O-].[K+].[K+] (K2CO3). Run in CN(C)C=O (DMF). Product: Cl.Cl.C(C1=CC=CC=C1)(=O)C(C)N1CCN(CC1)CC(=O)C1=CC=CC=C1 (N1-(1-benzoylethyl)-N4-phenacyl piperazine dihydrochloride). RXN SMILES: Br[CH2:2][CH2:3][C:4]([C:6]1[CH:11]=[CH:10][CH:9]=[CH:8][CH:7]=1)=[O:5].[ClH:12].Cl.[CH2:14]([N:23]1[CH2:28][CH2:27][NH:26][CH2:25][CH2:24]1)[C:15]([C:17]1[CH:22]=[CH:21][CH:20]=[CH:19][CH:18]=1)=[O:16].C([O-])([O-])=O.[K+].[K+]>CN(C=O)C>[ClH:12].[ClH:12].[C:4]([CH:3]([N:26]1[CH2:27][CH2:28][N:23]([CH2:14][C:15]([C:17]2[CH:22]=[CH:21][CH:20]=[CH:19][CH:18]=2)=[O:16])[CH2:24][CH2:25]1)[CH3:2])(=[O:5])[C:6]1[CH:11]=[CH:10][CH:9]=[CH:8][CH:7]=1 |f:1.2.3,4.5.6,8.9.10|. Reported procedure: A mixture of 3-bromo-1-phenylpropan-1-one (1.5 g, 8.9 mmol), N-phenacyl piperazine dihydrochloride (2.05 g, 7.4 mmol) and K2CO3 (21.75 mmol) in 30 ml of DMF was treated according to the general preparation 2 to give compound (IV-13), 0.64 g (76%), mp 204-205° C., M+ 336.